The task is: describe an organic reaction: reactants, conditions, products, and yield. This data is from the Open Reaction Database (ORD), a public repository of structured organic reaction records. Starting materials: CN1N=C(C2=CC(=CC=C12)[N+](=O)[O-])C (1,3-Dimethyl-5-nitro-1H-indazole), NN (NH2NH2), O (water). The reagents and catalysts are [Pd] (Pd/C). Solvent: C(C)O (ethanol). Reaction conditions: temperature 50 celsius, time 1.5 hour. The product is CN1N=C(C2=CC(=CC=C12)N)C (1,3-Dimethyl-1H-indazol-5-amine). Yield: 84.4%. As a reaction SMILES: [CH3:1][N:2]1[C:10]2[C:5](=[CH:6][C:7]([N+:11]([O-])=O)=[CH:8][CH:9]=2)[C:4]([CH3:14])=[N:3]1.NN.O>C(O)C.[Pd]>[CH3:1][N:2]1[C:10]2[C:5](=[CH:6][C:7]([NH2:11])=[CH:8][CH:9]=2)[C:4]([CH3:14])=[N:3]1. Procedure details: To a solution of 307a (crude, 2.5 mmol) in ethanol (95%, 30 mL) was added NH2NH2.water (1.25 g, 25.0 mmol), Pd/C (100 mg) under nitrogen protection. The mixture was stirred at 50° C. for 1.5 h. It was then cooled to room temperature and filtered through a pad of CELITE®. The filtrate was concentrated under reduced pressure and the residue was recrystallized from anhydrous ethanol (5 mL) to afford 307b as white solid (340 mg, 84% over two steps). MS-ESI: [M+H]+ 162.3 Starting materials: NC(=O)c1ccccc1C(=O)[O-], CCCC[P+](CCCC)(CCCC)CCCC, O=C1NC(=O)c2ccccc21. Product: CCCC[P+](CCCC)(CCCC)CCCC, [OH-]. As a reaction SMILES: [C:1]([O-:2])(=[O:3])[c:4]1[c:6]([C:11](=[O:5])[NH2:12])[cH:7][cH:8][cH:9][cH:10]1.[CH2:13]([CH2:14][CH2:15][CH3:16])[P+:17]([CH2:18][CH2:19][CH2:20][CH3:21])([CH2:22][CH2:23][CH2:24][CH3:25])[CH2:26][CH2:27][CH2:28][CH3:29].[O:30]=[C:31]1[c:32]2[c:33]([cH:34][cH:35][cH:36][cH:37]2)[C:38](=[O:39])[NH:40]1>>[CH2:13]([CH2:14][CH2:15][CH3:16])[P+:17]([CH2:18][CH2:19][CH2:20][CH3:21])([CH2:22][CH2:23][CH2:24][CH3:25])[CH2:26][CH2:27][CH2:28][CH3:29].[OH-:5]. RXN SMILES: [C:1]([CH3:2])([CH3:3])([CH3:4])[c:5]1[cH:6][cH:7][c:8]([CH2:9][NH:10][CH2:11][CH2:12][c:13]2[cH:14][c:15]([C:19]([F:20])([F:21])[F:22])[cH:16][cH:17][cH:18]2)[cH:23][cH:24]1.[CH2:38]([Cl:39])[CH2:40][Cl:41].[Cl:25][c:26]1[cH:27][c:28]2[cH:29][cH:30][nH:31][c:32]2[c:33]([C:35](=[O:36])[OH:37])[cH:34]1.[Cl:43][CH2:44][Cl:45].[ClH:42]>>[C:1]([CH3:2])([CH3:3])([CH3:4])[c:5]1[cH:6][cH:7][c:8]([CH2:9][N:10]([CH2:11][CH2:12][c:13]2[cH:14][c:15]([C:19]([F:20])([F:21])[F:22])[cH:16][cH:17][cH:18]2)[C:35]([c:33]2[c:32]3[c:28]([cH:27][c:26]([Cl:25])[cH:34]2)[cH:29][cH:30][nH:31]3)=[O:36])[cH:23][cH:24]1. The product is CC(C)(C)c1ccc(CN(CCc2cccc(C(F)(F)F)c2)C(=O)c2cc(Cl)cc3cc[nH]c23)cc1. Reactants: CC(C)(C)c1ccc(CNCCc2cccc(C(F)(F)F)c2)cc1, ClCCCl, O=C(O)c1cc(Cl)cc2cc[nH]c12, ClCCl, Cl. Reactants: C(=O)=O (Carbon dioxide), C(CCCCCCC)SCCN (2-(octylthio)ethylamine). The solvent is C(C)#N (acetonitrile). The product is C(N)(O)=O.C(CCCCCCC)SCCN (octylthioethylamine carbamic acid). Reaction SMILES: [C:1](=[O:3])=[O:2].[CH2:4]([S:12][CH2:13][CH2:14][NH2:15])[CH2:5][CH2:6][CH2:7][CH2:8][CH2:9][CH2:10][CH3:11]>C(#N)C>[C:1](=[O:3])([OH:2])[NH2:15].[CH2:4]([S:12][CH2:13][CH2:14][NH2:15])[CH2:5][CH2:6][CH2:7][CH2:8][CH2:9][CH2:10][CH3:11] |f:3.4|. Procedure: Carbon dioxide is bubbled through an acetonitrile (60 ml) solution of 10 g (52.8 mmoles) of 2-(octylthio)ethylamine to afford a white precipitate which is isolated by suction filtration. The product is washed three times with 10 ml portions of acetonitrile and is then washed three times with 20 mls portions of methyl t-butyl ether. The product is air dried to give 7.77 g of octylthioethylamine carbamic acid derivative as a white powder (yield, 62.1%). The product is further characterized by IR. ... The reactants are BrB(Br)Br, COC(=O)C(=O)Nc1cccc(OCCCOc2ccc(C(C)=O)c(OC)c2CCC(F)(F)F)c1, ClCCl, O. The product is COC(=O)C(=O)Nc1cccc(OCCCOc2ccc(C(C)=O)c(O)c2CCC(F)(F)F)c1. Reaction SMILES: [B:1]([Br:2])([Br:3])[Br:4].[C:5]([CH3:6])(=[O:7])[c:8]1[c:9]([O:38][CH3:39])[c:10]([CH2:32][CH2:33][C:34]([F:35])([F:36])[F:37])[c:11]([O:12][CH2:13][CH2:14][CH2:15][O:16][c:17]2[cH:18][c:19]([NH:23][C:24]([C:25](=[O:26])[O:27][CH3:28])=[O:29])[cH:20][cH:21][cH:22]2)[cH:30][cH:31]1.[CH2:41]([Cl:42])[Cl:43].[OH2:40]>>[C:5]([CH3:6])(=[O:7])[c:8]1[c:9]([OH:38])[c:10]([CH2:32][CH2:33][C:34]([F:35])([F:36])[F:37])[c:11]([O:12][CH2:13][CH2:14][CH2:15][O:16][c:17]2[cH:18][c:19]([NH:23][C:24]([C:25](=[O:26])[O:27][CH3:28])=[O:29])[cH:20][cH:21][cH:22]2)[cH:30][cH:31]1. The reactants are FC=1C=C(C=O)C=CC1O (3-fluoro-4-hydroxybenzaldehyde), COCCOCCl (2-methoxyethoxymethyl chloride), COC=1C=C(CC#N)C=CC1OC (3,4-dimethoxybenzyl cyanide). Yields the product COC=1C=C(C=CC1OC)/C(/C#N)=C/C1=CC(=C(C=C1)OCOCCOC)F ((Z)-2-(3,4-dimethoxy-phenyl)-3-[3-fluoro-4-(2-methoxy-ethoxymethoxy)-phenyl]-acrylonitrile). Yield: 77.4%. As a reaction SMILES: [F:1][C:2]1[CH:3]=[C:4]([CH:7]=[CH:8][C:9]=1[OH:10])[CH:5]=O.[CH3:11][O:12][CH2:13][CH2:14][O:15][CH2:16]Cl.[CH3:18][O:19][C:20]1[CH:21]=[C:22]([CH:26]=[CH:27][C:28]=1[O:29][CH3:30])[CH2:23][C:24]#[N:25]>>[CH3:18][O:19][C:20]1[CH:21]=[C:22](/[C:23](=[CH:5]/[C:4]2[CH:7]=[CH:8][C:9]([O:10][CH2:11][O:12][CH2:13][CH2:14][O:15][CH3:16])=[C:2]([F:1])[CH:3]=2)/[C:24]#[N:25])[CH:26]=[CH:27][C:28]=1[O:29][CH3:30]. Procedure: The hydroxyl group of 3-fluoro-4-hydroxybenzaldehyde (3.92 g) was protected by use of 2-methoxyethoxymethyl chloride (3.49 g) in accordance with (production process 1), to thereby produce an MEM form (4.98 g, yield: 78%). The resultant MEM form (4.98 g) and 3,4-dimethoxybenzyl cyanide (3.87 g) were subjected to condensation in accordance with process A of (production process 2), to thereby produce the target product (6.55 g, yield: 78%).